Dataset: the Open Reaction Database (ORD), a public repository of structured organic reaction records. Task: describe an organic reaction: reactants, conditions, products, and yield Starting materials: C1CCOC1, CCOC(C)=O, COc1ccc(CN2C(=O)OC(CN=[N+]=[N-])(C(F)(F)F)c3cc(Br)ccc32)cc1, O, COP(OC)OC. Yields the product COc1ccc(CN2C(=O)OC(CN)(C(F)(F)F)c3cc(Br)ccc32)cc1. RXN SMILES: [CH2:1]1[O:2][CH2:3][CH2:4][CH2:5]1.[CH3:43][CH2:44][O:45][C:46](=[O:47])[CH3:48].[N:7](=[N+:8]=[N-:9])[CH2:10][C:11]1([C:32]([F:33])([F:34])[F:35])[O:12][C:13](=[O:31])[N:14]([CH2:22][c:23]2[cH:24][cH:25][c:26]([O:29][CH3:30])[cH:27][cH:28]2)[c:15]2[c:16]1[cH:17][c:18]([Br:21])[cH:19][cH:20]2.[OH2:6].[P:36]([O:37][CH3:38])([O:39][CH3:40])[O:41][CH3:42]>>[NH2:7][CH2:10][C:11]1([C:32]([F:33])([F:34])[F:35])[O:12][C:13](=[O:31])[N:14]([CH2:22][c:23]2[cH:24][cH:25][c:26]([O:29][CH3:30])[cH:27][cH:28]2)[c:15]2[c:16]1[cH:17][c:18]([Br:21])[cH:19][cH:20]2. The reactants are COC1=C(C(=CC=C1)OC)B(O)O ((2,6-dimethoxy)phenylboronic acid), [N+](=O)([O-])C=1C=CC(=C(C(=O)OC)C1)Br (methyl 5-nitro-2-bromobenzoate), C([O-])([O-])=O.[Cs+].[Cs+] (cesium carbonate), O (water). Reagents/catalysts: Cl[Pd]([P](C1=CC=CC=C1)(C2=CC=CC=C2)C3=CC=CC=C3)([P](C4=CC=CC=C4)(C5=CC=CC=C5)C6=CC=CC=C6)Cl (dichlorobis(triphenylphosphine)palladium(II)). Solvent: CN(C)C=O (DMF). Run at temperature 23 celsius, time 2 hour. Product: [N+](=O)([O-])C=1C=CC(=C(C(=O)OC)C1)C1=C(C=CC=C1OC)OC (methyl 5-nitro-2-(2,6-dimethoxyphenyl)-benzoate). As a reaction SMILES: [CH3:1][O:2][C:3]1[CH:8]=[CH:7][CH:6]=[C:5]([O:9][CH3:10])[C:4]=1B(O)O.[N+:14]([C:17]1[CH:18]=[CH:19][C:20](Br)=[C:21]([CH:26]=1)[C:22]([O:24][CH3:25])=[O:23])([O-:16])=[O:15].C(=O)([O-])[O-].[Cs+].[Cs+].O>CN(C=O)C.Cl[Pd](Cl)([P](C1C=CC=CC=1)(C1C=CC=CC=1)C1C=CC=CC=1)[P](C1C=CC=CC=1)(C1C=CC=CC=1)C1C=CC=CC=1>[N+:14]([C:17]1[CH:18]=[CH:19][C:20]([C:4]2[C:3]([O:2][CH3:1])=[CH:8][CH:7]=[CH:6][C:5]=2[O:9][CH3:10])=[C:21]([CH:26]=1)[C:22]([O:24][CH3:25])=[O:23])([O-:16])=[O:15] |f:2.3.4,^1:42,61|. Procedure details: A mixture of Example 1A, methyl 5-nitro-2-bromobenzoate (25.8 g, 99.2 mmol), (21.7 g, 119 mmol), cesium carbonate (97.1 g, 298 mmol), and dichlorobis(triphenylphosphine)palladium(II) (3.5 g, 5.0 mmol) in DMF (300 mL) was stirred for 24 hours at 80° C., cooled to 23° C., treated with water (600 mL), and extracted with ethyl acetate. The extract was dried (Na2SO4), filtered, and concentrated, during which a light yellow solid precipitated. The mixture was placed in a freezer (−20° C.) for 2 hours ... Reactants: OCCCCCN1C(=NC2=C1C=CC=C2)C(=O)N([C@@H]2CN(C[C@@H](C2)C(=O)N2CCOCC2)C(=O)OC(C)(C)C)CC(C)C (tert-Butyl(3S, 5R)-3-[{[1-(5-hydroxypentyl)-1H-benzimidazol-2-yl]carbonyl}(2-methylpropyl)amino]-5-(morpholin-4-ylcarbonyl)piperidine-1-carboxylate), Cl.CO (hydrogen chloride methanol). Run at time 15 hour. The product is Cl.Cl.OCCCCCN1C(=NC2=C1C=CC=C2)C(=O)N([C@@H]2CNC[C@@H](C2)C(=O)N2CCOCC2)CC(C)C (1-(5-hydroxypentyl)-N-(2-methylpropyl)-N-[(3S, 5R)-5-(morpholin-4-ylcarbonyl)piperidin-3-yl]-1H-benzimidazole-2-carboxamide dihydrochloride). Reaction SMILES: [OH:1][CH2:2][CH2:3][CH2:4][CH2:5][CH2:6][N:7]1[C:11]2[CH:12]=[CH:13][CH:14]=[CH:15][C:10]=2[N:9]=[C:8]1[C:16]([N:18]([CH2:40][CH:41]([CH3:43])[CH3:42])[C@H:19]1[CH2:24][C@@H:23]([C:25]([N:27]2[CH2:32][CH2:31][O:30][CH2:29][CH2:28]2)=[O:26])[CH2:22][N:21](C(OC(C)(C)C)=O)[CH2:20]1)=[O:17].[ClH:44].CO>>[ClH:44].[ClH:44].[OH:1][CH2:2][CH2:3][CH2:4][CH2:5][CH2:6][N:7]1[C:11]2[CH:12]=[CH:13][CH:14]=[CH:15][C:10]=2[N:9]=[C:8]1[C:16]([N:18]([CH2:40][CH:41]([CH3:43])[CH3:42])[C@H:19]1[CH2:24][C@@H:23]([C:25]([N:27]2[CH2:28][CH2:29][O:30][CH2:31][CH2:32]2)=[O:26])[CH2:22][NH:21][CH2:20]1)=[O:17] |f:1.2,3.4.5|. Procedure: tert-Butyl(3S, 5R)-3-[{[1-(5-hydroxypentyl)-1H-benzimidazol-2-yl]carbonyl}(2-methylpropyl)amino]-5-(morpholin-4-ylcarbonyl)piperidine-1-carboxylate (100 mg) was dissolved in 10-20% hydrogen chloride-methanol (5 ml), and the mixture was stirred at room temperature for 15 hr. The reaction mixture was concentrated, and the residue was subjected to reversed-phase preparative HPLC and the eluted fraction was concentrated under reduced pressure. The residue was diluted with aqueous sodium bicarbonate,...